This data is from the Open Reaction Database (ORD), a public repository of structured organic reaction records. The task is: describe an organic reaction: reactants, conditions, products, and yield Reactants: CN(C=CC(=O)C1=CC=C(C=C1)CC)C (3-dimethylamino-4'-ethylacrylophenone), NC1=NNC=C1C(=O)OCC (ethyl 3-aminopyrazole-4-carboxylate). Solvent: C(C)(=O)O (acetic acid). Yields the product C(C)C1=CC=C(C=C1)C1=CC=NC=2N1N=CC2C(=O)OCC (Ethyl 7-(p-ethylphenyl)pyrazolo[1,5-a]pyrimidine-3-carboxylate). Reaction SMILES: C[N:2]([CH3:15])[CH:3]=[CH:4][C:5]([C:7]1[CH:12]=[CH:11][C:10]([CH2:13][CH3:14])=[CH:9][CH:8]=1)=O.N[C:17]1[C:21]([C:22]([O:24][CH2:25][CH3:26])=[O:23])=C[NH:19][N:18]=1>C(O)(=O)C>[CH2:13]([C:10]1[CH:9]=[CH:8][C:7]([C:5]2[N:19]3[N:18]=[CH:17][C:21]([C:22]([O:24][CH2:25][CH3:26])=[O:23])=[C:15]3[N:2]=[CH:3][CH:4]=2)=[CH:12][CH:11]=1)[CH3:14]. Procedure details: A mixture of 4.07 g. of 3-dimethylamino-4'-ethylacrylophenone and 3.10 g. of ethyl 3-aminopyrazole-4-carboxylate in 25 ml. of glacial acetic acid is refluxed for 20 hours. The compound is recovered from the reaction in the previously described fashion to yield crystals, m.p. 101°-103° C. Reactants: NCC(=O)NCC=1N=C(SC1)NC(=O)NC1=C(C=C(C=C1)C)C(=O)C1CCCC1 (2-amino-N-{2-[3-(2-cyclopentanecarbonyl-4-methyl-phenyl)-ureido]-thiazol-4-ylmethyl}-acetamide), BrCC(=O)OC (methyl bromoacetate). The solvent is C1CCOC1 (THF). The product is COC(CNCC(NCC=1N=C(SC1)NC(=O)NC1=C(C=C(C=C1)C)C(=O)C1CCCC1)=O)=O ({[({2-[3-(2-Cyclopentanecarbonyl-4-methyl-phenyl)-ureido]-thiazol-4-ylmethyl}-carbamoyl)-methyl]-amino)-acetic acid methyl ester). The yield is 36.1%. As a reaction SMILES: [NH2:1][CH2:2][C:3]([NH:5][CH2:6][C:7]1[N:8]=[C:9]([NH:12][C:13]([NH:15][C:16]2[CH:21]=[CH:20][C:19]([CH3:22])=[CH:18][C:17]=2[C:23]([CH:25]2[CH2:29][CH2:28][CH2:27][CH2:26]2)=[O:24])=[O:14])[S:10][CH:11]=1)=[O:4].Br[CH2:31][C:32]([O:34][CH3:35])=[O:33]>C1COCC1>[CH3:35][O:34][C:32](=[O:33])[CH2:31][NH:1][CH2:2][C:3](=[O:4])[NH:5][CH2:6][C:7]1[N:8]=[C:9]([NH:12][C:13]([NH:15][C:16]2[CH:21]=[CH:20][C:19]([CH3:22])=[CH:18][C:17]=2[C:23]([CH:25]2[CH2:29][CH2:28][CH2:27][CH2:26]2)=[O:24])=[O:14])[S:10][CH:11]=1. Reported procedure: {[({2-[3-(2-Cyclopentanecarbonyl-4-methyl-phenyl)-ureido]-thiazol-4-ylmethyl}-carbamoyl)-methyl]-amino)-acetic acid methyl ester (44 mg, 88%) was prepared by treating 2-amino-N-{2-[3-(2-cyclopentanecarbonyl-4-methyl-phenyl)-ureido]-thiazol-4-ylmethyl}-acetamide (104 mg, 0.25 mmol) with methyl bromoacetate (0.023 mL, 0.25 mmol) in THF (5 mL) at 60° C. for 2 h followed by column purification [silica, DCM:ethyl acetate (80:20 to 20:80)]. The reactants are C(C)(=O)C1=CC=CC=C1 (acetophenone), m-DIPB-p-DIPB mixture, C(C)(=O)C1=CC=CC=C1 (acetophenone), hydrocarbon, C(C(C)O)O.C(C)(=O)C1=CC=CC=C1 (propylene glycol acetophenone). Yields the product C(C(C)O)O (propylene glycol), C(C)(=O)C1=CC=CC=C1 (acetophenone). As a reaction SMILES: [C:1]([C:4]1[CH:9]=[CH:8][CH:7]=[CH:6][CH:5]=1)(=[O:3])[CH3:2].[CH2:10]([OH:14])[CH:11]([OH:13])[CH3:12].C(C1C=CC=CC=1)(=O)C>>[CH2:10]([OH:14])[CH:11]([OH:13])[CH3:12].[C:1]([C:4]1[CH:9]=[CH:8][CH:7]=[CH:6][CH:5]=1)(=[O:3])[CH3:2] |f:1.2|. Reported procedure: Forty grams of m-DIPB-p-DIPB mixture and 40 grams of acetophenone were charged to an Othmer type vapor liquid equilibrium still and refluxed for six hours. The azeotrope boiled at 191° C. (640 mm) and contained about 60% acetophenone. Both the vapor and liquid portions from the vapor-liquid equilibrium still were then extracted with propylene glycol at room temperature. Two liquid phases were obtained. The hydrocarbon phase was analysed by gas chromatography which gave a vapor composition of 69.... The reactants are CC(C)O, Nc1ncnc2[nH]cnc12, [Na], ClCCCN1CCC(COc2ccccc2)CC1. The product is Nc1ncnc2c1ncn2CCCN1CCC(COc2ccccc2)CC1. RXN SMILES: [CH:30]([OH:31])([CH3:32])[CH3:33].[NH2:1][c:2]1[n:3][cH:4][n:5][c:6]2[nH:7][cH:8][n:9][c:10]12.[Na:11].[O:12]([c:13]1[cH:14][cH:15][cH:16][cH:17][cH:18]1)[CH2:19][CH:20]1[CH2:21][CH2:22][N:23]([CH2:26][CH2:27][CH2:28][Cl:29])[CH2:24][CH2:25]1>>[NH2:1][c:2]1[n:3][cH:4][n:5][c:6]2[n:7]([CH2:28][CH2:27][CH2:26][N:23]3[CH2:22][CH2:21][CH:20]([CH2:19][O:12][c:13]4[cH:14][cH:15][cH:16][cH:17][cH:18]4)[CH2:25][CH2:24]3)[cH:8][n:9][c:10]12. Product: ClCCC1OCCc2cc(Cl)ccc21. As a reaction SMILES: [CH2:11]([O:12][CH:14]([O:13][CH2:18][CH3:19])[CH2:15][CH2:16][Cl:17])[CH3:20].[Cl-:22].[Cl-:23].[Cl-:24].[Cl-:25].[Cl:1][c:2]1[cH:3][c:4]([CH2:5][CH2:6][OH:7])[cH:8][cH:9][cH:10]1.[ClH:21].[N+:27]([CH3:28])([O-:29])=[O:30].[Ti+4:26]>>[Cl:1][c:2]1[cH:3][c:4]2[c:8]([cH:9][cH:10]1)[CH:14]([CH2:15][CH2:16][Cl:17])[O:7][CH2:6][CH2:5]2. Reactants: CCOC(CCCl)OCC, [Cl-], [Cl-], [Cl-], [Cl-], OCCc1cccc(Cl)c1, Cl, C[N+](=O)[O-], [Ti+4]. The reactants are ClC=1C=C2C=C(NC2=CC1Cl)C=CCO (3-(5,6-dichloro-2-indolyl)-2-propen-1-ol), [Na+].[Cl-] (NaCl). The reagents and catalysts are O=[Mn]=O (MnO2). Run in CCOCC (Et2O). Run at time 2 day. Product: ClC=1C=C2C=C(NC2=CC1Cl)C=CC=O (3-(5,6-Dichloro-1H-indol-2-yl)-2-propenaldehyde). Yield: 84.0%. Reaction SMILES: [Cl:1][C:2]1[CH:3]=[C:4]2[C:8](=[CH:9][C:10]=1[Cl:11])[NH:7][C:6]([CH:12]=[CH:13][CH2:14][OH:15])=[CH:5]2.[Na+].[Cl-]>CCOCC.O=[Mn]=O>[Cl:1][C:2]1[CH:3]=[C:4]2[C:8](=[CH:9][C:10]=1[Cl:11])[NH:7][C:6]([CH:12]=[CH:13][CH:14]=[O:15])=[CH:5]2 |f:1.2|. Procedure details: To a solution of (E) 3-(5,6-dichloro-2-indolyl)-2-propen-1-ol (13.8 g, 57.0 mmol) in Et2O (450 ml), activated MnO2 (35 g) and NaCl (35 g) were added. The reaction mixture was stirred for two days at RT, filtered on a Celite pad, washed with Et2O and dried over MgSO4 to afford (11.5 g, 47.9 mmol, yield 84.1%) of pure title compound. Reactants: OC1=NC(=NC2=CC=CC=C12)COC1=CC=CC=C1 (4-hydroxy-2-phenoxymethylquinazoline), C(CC)N(CCC)CCC (tripropylamine), P(=O)(Cl)(Cl)Cl (phosphorus oxychloride). Run at temperature 110 celsius. Product: ClC1=NC(=NC2=CC=CC=C12)COC1=CC=CC=C1 (4-chloro-2-phenoxymethylquinazoline). As a reaction SMILES: O[C:2]1[C:11]2[C:6](=[CH:7][CH:8]=[CH:9][CH:10]=2)[N:5]=[C:4]([CH2:12][O:13][C:14]2[CH:19]=[CH:18][CH:17]=[CH:16][CH:15]=2)[N:3]=1.C(N(CCC)CCC)CC.P(Cl)(Cl)([Cl:32])=O>>[Cl:32][C:2]1[C:11]2[C:6](=[CH:7][CH:8]=[CH:9][CH:10]=2)[N:5]=[C:4]([CH2:12][O:13][C:14]2[CH:19]=[CH:18][CH:17]=[CH:16][CH:15]=2)[N:3]=1. Reported procedure: To a solution of 4-hydroxy-2-phenoxymethylquinazoline (2 g, 7.93 mmol) in phosphorus oxychloride (10 mL) is added tripropylamine (3.02 mL, 15.8 mmol) and the reaction mixture is heated for 30 minutes at 110° C. The excess phosphorus oxychloride is evaporated in vacuo, the residue is poured, on ice cold aqueous NaHCO3 and extracted with ethyl acetate. The organic layer is washed with brine, dried, filtered and evaporated. The resulting residue is purified on flash chromatography (SiO2, hexane/AcO... Reaction conditions: time 1 hour. Reported procedure: Sodium (1.43 g) was added, with stirring under nitrogen, to dry ethanol (100 ml). After the sodium had dissolved a solution of N-cyano-N'-methyl-N"-(2-mercaptoethyl)guanidine (4.90 g) in dry ethanol (50 ml) was added and the mixture was stirred at room temperature for 1 hour. 5-Methyl-4-chloromethylimidazole hydrochloride (5.18 g) was added in batches over a period of one hour at room temperature. The mixture was then stirred at room temperature, for a further hour and heated at reflux temperatu... The reactants are [Na] (sodium), C(#N)NC(=NCCS)NC (N-cyano-N'-methyl-N"-(2-mercaptoethyl)guanidine), [Na] (Sodium), Cl.CC1=C(N=CN1)CCl (5-Methyl-4-chloromethylimidazole hydrochloride). The product is C(#N)NC(=NCCSCC=1N=CNC1C)NC (N-cyano-N'-methyl-N"-[2-(5-methyl-4-imidazolylmethylthio)ethyl]guanidine). Solvent: C(C)O (ethanol), C(C)O (ethanol). As a reaction SMILES: [Na].[C:2]([NH:4][C:5]([NH:10][CH3:11])=[N:6][CH2:7][CH2:8][SH:9])#[N:3].Cl.[CH3:13][C:14]1[NH:18][CH:17]=[N:16][C:15]=1[CH2:19]Cl>C(O)C>[C:2]([NH:4][C:5]([NH:10][CH3:11])=[N:6][CH2:7][CH2:8][S:9][CH2:19][C:15]1[N:16]=[CH:17][NH:18][C:14]=1[CH3:13])#[N:3] |f:2.3,^1:0|. Reactants: CCN1CCNCC1, O=C(O)c1cn(C2CC2)c2cc(F)c(F)cc2c1=O, O. The product is CCN1CCN(c2cc3c(cc2F)c(=O)c(C(=O)O)cn3C2CC2)CC1. As a reaction SMILES: [CH2:20]([CH3:21])[N:22]1[CH2:23][CH2:24][NH:25][CH2:26][CH2:27]1.[CH:1]1([n:4]2[cH:5][c:6]([C:17](=[O:18])[OH:19])[c:7](=[O:16])[c:8]3[cH:9][c:10]([F:15])[c:11]([F:14])[cH:12][c:13]23)[CH2:2][CH2:3]1.[OH2:28]>>[CH:1]1([n:4]2[cH:5][c:6]([C:17](=[O:18])[OH:19])[c:7](=[O:16])[c:8]3[cH:9][c:10]([F:15])[c:11]([N:25]4[CH2:24][CH2:23][N:22]([CH2:20][CH3:21])[CH2:27][CH2:26]4)[cH:12][c:13]23)[CH2:2][CH2:3]1. Reactants: O=Cc1cc(S(=O)(=O)O)c2cccnc2c1O, [Na+], [Na+], O=C([O-])[O-]. Product: O=C(O)c1cc(S(=O)(=O)O)c2cccnc2c1O. Reaction SMILES: [CH:1](=[O:2])[c:3]1[cH:4][c:5]([S:14](=[O:15])(=[O:16])[OH:17])[c:6]2[cH:7][cH:8][cH:9][n:10][c:11]2[c:12]1[OH:13].[Na+:18].[Na+:19].[O-:20][C:21](=[O:22])[O-:23]>>[C:1](=[O:2])([c:3]1[cH:4][c:5]([S:14](=[O:15])(=[O:16])[OH:17])[c:6]2[cH:7][cH:8][cH:9][n:10][c:11]2[c:12]1[OH:13])[OH:20].